Dataset: the Open Reaction Database (ORD), a public repository of structured organic reaction records. Task: describe an organic reaction: reactants, conditions, products, and yield Starting materials: C(C)OC(=O)C=1C(NC(=CC1C(=O)OCC)C1=CC=CC=C1)=O (3,4-diethoxycarbonyl-6-phenyl-2-pyridone), [N+](=O)(O)[O-] (nitric acid), O (water). The solvent is C(C)(=O)OC(C)=O (acetic anhydride). Run at temperature -10 celsius, time 45 minute. The product is C(C)OC(=O)C=1C(NC(=C(C1C(=O)OCC)[N+](=O)[O-])C1=CC=CC=C1)=O (3,4-Diethoxycarbonyl-5-nitro-6-phenyl-2-pyridone). RXN SMILES: [CH2:1]([O:3][C:4]([C:6]1[C:7](=[O:23])[NH:8][C:9]([C:17]2[CH:22]=[CH:21][CH:20]=[CH:19][CH:18]=2)=[CH:10][C:11]=1[C:12]([O:14][CH2:15][CH3:16])=[O:13])=[O:5])[CH3:2].[N+:24]([O-])([OH:26])=[O:25].O>C(OC(=O)C)(=O)C>[CH2:1]([O:3][C:4]([C:6]1[C:7](=[O:23])[NH:8][C:9]([C:17]2[CH:18]=[CH:19][CH:20]=[CH:21][CH:22]=2)=[C:10]([N+:24]([O-:26])=[O:25])[C:11]=1[C:12]([O:14][CH2:15][CH3:16])=[O:13])=[O:5])[CH3:2]. Reported procedure: In 13 ml of acetic anhydride was suspended 5.0 g of 3,4-diethoxycarbonyl-6-phenyl-2-pyridone; and the suspension was cooled to -10° C. Fuming nitric acid (1.32 ml; 2.0 eq.) was added dropwise over 1 hour, and the mixture was stirred for 45 minutes as it is. After 40 ml of water was added, the mixture was stirred at room temperature and left standing overnight. The resulting crystals were collected by filtration and dried. Yield: 4.61 g (80.7%). The crystals were recrystallized from ethanol, to g... Reactants: O=S1(CCN(CC2=C1C=CC=C2)C2=NC1=CC=C(C=C1C(=C2)N2CC(CC2)(C)NC(C)=O)C)=O (N-{1-[2-(1,1-dioxido-2,3-dihydro-1,4-benzothiazepin-4(5H)-yl)-6-methylquinolin-4-yl]-3-methylpyrrolidin-3-yl}acetamide), Cl (hydrochloric acid), C([O-])([O-])=O.[K+].[K+] (potassium carbonate). Run in ClCCl (dichloromethane). Reaction conditions: temperature 100 celsius, time 16 hour. Yields the product O=S1(CCN(CC2=C1C=CC=C2)C2=NC1=CC=C(C=C1C(=C2)N2CC(CC2)(N)C)C)=O (1-[2-(1,1-Dioxido-2,3-dihydro-1,4-benzothiazepin-4(5H)-yl)-6-methylquinolin-4-yl]-3-methylpyrrolidin-3-amine). The yield is 2.8%. As a reaction SMILES: [O:1]=[S:2]1(=[O:34])[C:8]2[CH:9]=[CH:10][CH:11]=[CH:12][C:7]=2[CH2:6][N:5]([C:13]2[CH:22]=[C:21]([N:23]3[CH2:27][CH2:26][C:25]([NH:29]C(=O)C)([CH3:28])[CH2:24]3)[C:20]3[C:15](=[CH:16][CH:17]=[C:18]([CH3:33])[CH:19]=3)[N:14]=2)[CH2:4][CH2:3]1.Cl.C(=O)([O-])[O-].[K+].[K+]>ClCCl>[O:34]=[S:2]1(=[O:1])[C:8]2[CH:9]=[CH:10][CH:11]=[CH:12][C:7]=2[CH2:6][N:5]([C:13]2[CH:22]=[C:21]([N:23]3[CH2:27][CH2:26][C:25]([CH3:28])([NH2:29])[CH2:24]3)[C:20]3[C:15](=[CH:16][CH:17]=[C:18]([CH3:33])[CH:19]=3)[N:14]=2)[CH2:4][CH2:3]1 |f:2.3.4|. Reported procedure: A mixture of N-{1-[2-(1,1-dioxido-2,3-dihydro-1,4-benzothiazepin-4(5H)-yl)-6-methylquinolin-4-yl]-3-methylpyrrolidin-3-yl}acetamide (102 mg, 0.21 mmol) and hydrochloric acid (2 N, 120 mL) was heated with stirring at 100° C. for 16 hours. After being cooled to room temperature, the reaction mixture was adjusted to pH 9 with a saturated aqueous solution of potassium carbonate and exacted with dichloromethane (200 mL×3). The combined organic layers were dried over sodium sulfate, and concentrated i... Starting materials: resultant mixture, [Na] (sodium), CC1=CC=CC=2N1N=CC2C(=O)OCC (ethyl 7-methylpyrazolo[1,5-a]pyridine-3-carboxylate), N12C[C@@H](C(CC1)CC2)O ((R)-(-)-3-quinuclidinol), metal, [Na] (sodium). The solvent is C1=CC=CC=C1 (benzene). Conditions: time 2.5 hour. Yields the product CC1=CC=CC=2N1N=CC2C(=O)O[C@H]2CN1CCC2CC1 ((R)-(+)-1-azabicyclo[2.2.2]oct-3-yl 7-methylpyrazolo[1,5-a]pyridine-3-carboxylate), crystals. Isolated yield 12.0%. As a reaction SMILES: [N:1]12[CH2:8][CH2:7][CH:4]([CH2:5][CH2:6]1)[C@@H:3]([OH:9])[CH2:2]2.[Na].[CH3:11][C:12]1[N:17]2[N:18]=[CH:19][C:20]([C:21](OCC)=[O:22])=[C:16]2[CH:15]=[CH:14][CH:13]=1>C1C=CC=CC=1>[CH3:11][C:12]1[N:17]2[N:18]=[CH:19][C:20]([C:21]([O:9][C@@H:3]3[CH:4]4[CH2:7][CH2:8][N:1]([CH2:6][CH2:5]4)[CH2:2]3)=[O:22])=[C:16]2[CH:15]=[CH:14][CH:13]=1 |^1:9|. Reported procedure: After a suspension of 90 mg (0.71 mmol) of (R)-(-)-3-quinuclidinol, which had been prepared in accordance with the procedure disclosed in "Eur. J. Med. Chem.", 14, 111-114 (1979), in 15 ml of benzene was refluxed for 1.5 hours by using a Dean-Stark apparatus, 0.05 g of metal sodium was added and the resultant mixture was refluxed under stirring for further 2.5 hours. Unreacted sodium was removed and 100 mg (0.49 mmol) of ethyl 7-methylpyrazolo[1,5-a]pyridine-3-carboxylate were added, followed by... Reactants: O=C(OCc1ccccc1)c1cc(Cl)ccc1OCc1ccccc1, CO, Cl, [Na+], [OH-]. Yields the product O=C(O)c1cc(Cl)ccc1OCc1ccccc1. Reaction SMILES: [CH2:1]([c:2]1[cH:3][cH:4][cH:5][cH:6][cH:7]1)[O:8][c:9]1[c:10]([C:11](=[O:12])[O:13][CH2:14][c:15]2[cH:16][cH:17][cH:18][cH:19][cH:20]2)[cH:21][c:22]([Cl:25])[cH:23][cH:24]1.[CH3:29][OH:30].[ClH:28].[Na+:27].[OH-:26]>>[CH2:1]([c:2]1[cH:3][cH:4][cH:5][cH:6][cH:7]1)[O:8][c:9]1[c:10]([C:11](=[O:12])[OH:13])[cH:21][c:22]([Cl:25])[cH:23][cH:24]1.